From a dataset of the Open Reaction Database (ORD), a public repository of structured organic reaction records. describe an organic reaction: reactants, conditions, products, and yield Starting materials: COC1=C(C=C2C(=N1)C(=CN2C)C2=CC=1C(=NC=CC1CNC1=CC=C(C=C1)N1CCOCC1)N2S(=O)(=O)C2=CC=C(C=C2)C)OC ([2-(5,6-dimethoxy-1-methyl-1H-pyrrolo[3,2-b]pyridin-3-yl)-1-(toluene-4-sulfonyl)-1H-pyrrolo[2,3-b]pyridin-4-ylmethyl]-(4-morpholin-4-ylphenyl)amine), [OH-].[K+] (potassium hydroxide). Product: COC1=C(C=C2C(=N1)C(=CN2C)C2=CC=1C(=NC=CC1CNC1=CC=C(C=C1)N1CCOCC1)N2)OC ([2-(5,6-dimethoxy-1-methyl-1H-pyrrolo[3,2-b]pyridin-3-yl)-1H-pyrrolo[2,3-b]pyridin-4-ylmethyl]-(4-morpholin-4-ylphenyl)amine). The yield is 104.7%. RXN SMILES: [CH3:1][O:2][C:3]1[N:8]=[C:7]2[C:9]([C:13]3[N:35](S(C4C=CC(C)=CC=4)(=O)=O)[C:16]4=[N:17][CH:18]=[CH:19][C:20]([CH2:21][NH:22][C:23]5[CH:28]=[CH:27][C:26]([N:29]6[CH2:34][CH2:33][O:32][CH2:31][CH2:30]6)=[CH:25][CH:24]=5)=[C:15]4[CH:14]=3)=[CH:10][N:11]([CH3:12])[C:6]2=[CH:5][C:4]=1[O:46][CH3:47].[OH-].[K+]>>[CH3:1][O:2][C:3]1[N:8]=[C:7]2[C:9]([C:13]3[NH:35][C:16]4=[N:17][CH:18]=[CH:19][C:20]([CH2:21][NH:22][C:23]5[CH:28]=[CH:27][C:26]([N:29]6[CH2:30][CH2:31][O:32][CH2:33][CH2:34]6)=[CH:25][CH:24]=5)=[C:15]4[CH:14]=3)=[CH:10][N:11]([CH3:12])[C:6]2=[CH:5][C:4]=1[O:46][CH3:47] |f:1.2|. Procedure details: The product is prepared by following the procedure described in example 34, stage (k), starting with 0.05 g of the [2-(5,6-dimethoxy-1-methyl-1H-pyrrolo[3,2-b]pyridin-3-yl)-1-(toluene-4-sulfonyl)-1H-pyrrolo[2,3-b]pyridin-4-ylmethyl]-(4-morpholin-4-ylphenyl)amine instead of the cyclopropyl-[2-(5,6-dimethoxy-1-methyl-1H-pyrrolo[3,2-b]pyridin-3-yl)-1-(toluene-4-sulfonyl)-1H-pyrrolo[2,3-b]pyridin-4-ylmethyl]amine used in example 34, stage (k) and 0.4 cm3 of 5N potassium hydroxide. 0.04 g of [2-(5,6-...